Task: describe an organic reaction: reactants, conditions, products, and yield. Dataset: the Open Reaction Database (ORD), a public repository of structured organic reaction records The reactants are O=C(NCC=1C=CC=C(F)C1)C(F)(F)F. Reagents/catalysts: O=S(=O)([O-])CC=1C=NC(=CC1)C2=NC=C(C=C2)C.CCCC[N+](CCCC)(CCCC)CCCC, O1B(OC(C)(C)C1(C)C)B2OC(C)(C)C(O2)(C)C, C[OH2+].C[OH2+].C1CC=CCCC=C1.C1CC=CCCC=C1.[Ir].[Ir]. The solvent is O1CCCC1. Reaction conditions: temperature 50 celsius, time 20 hour. The product is O=C(NCC=1C=C(F)C=C(C1)B2OC(C)(C)C(O2)(C)C)C(F)(F)F, O=C(NCC1=CC=C(B2OC(C)(C)C(O2)(C)C)C(F)=C1)C(F)(F)F. Isolated yield 4.0%. Procedure details: Following general procedure F using 2,2,2‐trifluoro‐N‐(3‐fluorobenzyl)acetamide (55.3 mg, 0.25 mmol), B2pin2 (127 mg, 0.50 mmol), [Ir(COD)OMe]2 (2.5 mg, 0.00375 mmol) and 1a (3.8 mg, 0.0075 mmol) in THF (1.25 mL). The reaction was stirred at 50 °C for 20 hours before cooling and the solvents removed. Analysis of crude 1 H NMR using internal standard 1,2‐dimethoxyethane showed 16.8:1 meta:para borylation in 71% yield. The crude product was purified by silica gel chromatography (Pet. Ether (40‐60)...